From a dataset of the Open Reaction Database (ORD), a public repository of structured organic reaction records. describe an organic reaction: reactants, conditions, products, and yield The reactants are CN(C)C=O, C1CC2OC2C1, [H-], [Na+], Nc1ncnc2[nH]cc(-c3ccc(Oc4ccccc4)cc3)c12. Yields the product Nc1ncnc2c1c(-c1ccc(Oc3ccccc3)cc1)cn2C1CCCC1O. Reaction SMILES: [CH3:32][N:33]([CH3:34])[CH:35]=[O:36].[CH:26]12[CH:27]([CH2:28][CH2:29][CH2:30]1)[O:31]2.[H-:1].[Na+:2].[O:3]([c:4]1[cH:5][cH:6][cH:7][cH:8][cH:9]1)[c:10]1[cH:11][cH:12][c:13](-[c:16]2[cH:17][nH:18][c:19]3[n:20][cH:21][n:22][c:23]([NH2:25])[c:24]23)[cH:14][cH:15]1>>[O:3]([c:4]1[cH:5][cH:6][cH:7][cH:8][cH:9]1)[c:10]1[cH:11][cH:12][c:13](-[c:16]2[cH:17][n:18]([CH:26]3[CH:27]([OH:31])[CH2:28][CH2:29][CH2:30]3)[c:19]3[n:20][cH:21][n:22][c:23]([NH2:25])[c:24]23)[cH:14][cH:15]1. The reactants are O=C(O)c1ccc(Cl)cc1, Cc1cccc(-c2sc(C)nc2C(=O)N2CC3CC3C2CN)c1. The product is Cc1cccc(-c2sc(C)nc2C(=O)N2CC3CC3C2CNC(=O)c2ccc(Cl)cc2)c1. Reaction SMILES: [Cl:24][c:25]1[cH:26][cH:27][c:28]([C:29](=[O:30])[OH:31])[cH:32][cH:33]1.[NH2:1][CH2:2][CH:3]1[CH:4]2[CH2:5][CH:6]2[CH2:7][N:8]1[C:9](=[O:10])[c:11]1[n:12][c:13]([CH3:23])[s:14][c:15]1-[c:16]1[cH:17][c:18]([CH3:22])[cH:19][cH:20][cH:21]1>>[NH:1]([CH2:2][CH:3]1[CH:4]2[CH2:5][CH:6]2[CH2:7][N:8]1[C:9](=[O:10])[c:11]1[n:12][c:13]([CH3:23])[s:14][c:15]1-[c:16]1[cH:17][c:18]([CH3:22])[cH:19][cH:20][cH:21]1)[C:29]([c:28]1[cH:27][cH:26][c:25]([Cl:24])[cH:33][cH:32]1)=[O:30]. Starting materials: C([O-])([O-])=O.[Cs+].[Cs+] (cesium carbonate), ClC1=C(C=C(C(=N1)N[C@H]1[C@H](CCCC1)NC(OC(C)(C)C)=O)F)C#N (tert-butyl (1S,2R)-2-(6-chloro-5-cyano-3-fluoropyridin-2-ylamino)cyclohexylcarbamate), NC=1C=NC=CC1 (3-aminopyridine). The reagents and catalysts are CC(C)(C)P([C-]1C=CC=C1)C(C)(C)C.C1=CC=C(C=C1)[C-]2C(=C(C(=C2C3=CC=CC=C3)C4=CC=CC=C4)C5=CC=CC=C5)C6=CC=CC=C6.[Fe+2] (Q-Phos), C=1C=CC(=CC1)/C=C/C(=O)/C=C/C2=CC=CC=C2.C=1C=CC(=CC1)/C=C/C(=O)/C=C/C2=CC=CC=C2.[Pd] (Pd(dba)2). Run in C1(=CC=CC=C1)C (toluene). Reaction conditions: time 3 minute. Yields the product N[C@@H]1[C@@H](CCCC1)NC1=NC(=C(C(=O)N)C=C1F)NC=1C=NC=CC1 (6-((1R,2S)-2-aminocyclohexylamino)-5-fluoro-2-(pyridin-3-ylamino)nicotinamide), C(#N)C=1C=C(C(=NC1NC=1C=NC=CC1)N[C@H]1[C@H](CCCC1)NC(OC(C)(C)C)=O)F (tert-butyl (1S,2R)-2-(5-cyano-3-fluoro-6-(pyridin-3-ylamino)pyridin-2-ylamino)cyclohexylcarbamate). Reaction SMILES: Cl[C:2]1[N:7]=[C:6]([NH:8][C@@H:9]2[CH2:14][CH2:13][CH2:12][CH2:11][C@@H:10]2[NH:15][C:16](=[O:22])[O:17][C:18]([CH3:21])([CH3:20])[CH3:19])[C:5]([F:23])=[CH:4][C:3]=1[C:24]#[N:25].[NH2:26][C:27]1[CH:28]=[N:29][CH:30]=[CH:31][CH:32]=1.C(=O)([O-])[O-:34].[Cs+].[Cs+]>CC(P(C(C)(C)C)[C-]1C=CC=C1)(C)C.C1C=CC([C-]2C(C3C=CC=CC=3)=C(C3C=CC=CC=3)C(C3C=CC=CC=3)=C2C2C=CC=CC=2)=CC=1.[Fe+2].C1C=CC(/C=C/C(/C=C/C2C=CC=CC=2)=O)=CC=1.C1C=CC(/C=C/C(/C=C/C2C=CC=CC=2)=O)=CC=1.[Pd].C1(C)C=CC=CC=1>[NH2:15][C@H:10]1[CH2:11][CH2:12][CH2:13][CH2:14][C@H:9]1[NH:8][C:6]1[C:5]([F:23])=[CH:4][C:3]([C:24]([NH2:25])=[O:34])=[C:2]([NH:26][C:27]2[CH:28]=[N:29][CH:30]=[CH:31][CH:32]=2)[N:7]=1.[C:24]([C:3]1[CH:4]=[C:5]([F:23])[C:6]([NH:8][C@@H:9]2[CH2:14][CH2:13][CH2:12][CH2:11][C@@H:10]2[NH:15][C:16](=[O:22])[O:17][C:18]([CH3:21])([CH3:20])[CH3:19])=[N:7][C:2]=1[NH:26][C:27]1[CH:28]=[N:29][CH:30]=[CH:31][CH:32]=1)#[N:25] |f:2.3.4,5.6.7,8.9.10|. Procedure details: To a clean 100 mL flask were added to following reagents: (tert-butyl (1S,2R)-2-(6-chloro-5-cyano-3-fluoropyridin-2-ylamino)cyclohexylcarbamate (100 mg, 0.27 mmol), 3-aminopyridine (68 mg, 0.54 mmol), fine-powder cesium carbonate (264 mg, 0.81 mmol), Q-Phos (1,2,3,4,5-pentaphenyl-1′-(di-tert-butylphosphino)ferrocene) (19 mg, 0.03 mmol; Aldrich #675784) and Pd(dba)2 (bis(dibenzylideneacetone)palladium(0)) (16 mg, 0.03 mmol; Aldrich #227994). To the mixture was then added 15 mL toluene. The result... The reactants are water ice, FC1=C(C=C(C=C1)[N+](=O)[O-])C (2-fluoro-5-nitrotoluene), CN1C(CCC1)=O (N-methylpyrrolidinone), NC(CO)CO (2-amino-1,3-propanediol). Solvent: C(C)N(CC)CC (triethylamine). Reaction conditions: temperature 60 celsius. Product: [N+](=O)([O-])C1=CC(=C(C=C1)NC(CO)CO)C (2-(4-nitro-2-methylphenylamino)propane-1,3-diol). The yield is 11.0%. As a reaction SMILES: F[C:2]1[CH:7]=[CH:6][C:5]([N+:8]([O-:10])=[O:9])=[CH:4][C:3]=1[CH3:11].CN1CCCC1=O.[NH2:19][CH:20]([CH2:23][OH:24])[CH2:21][OH:22]>C(N(CC)CC)C>[N+:8]([C:5]1[CH:6]=[CH:7][C:2]([NH:19][CH:20]([CH2:23][OH:24])[CH2:21][OH:22])=[C:3]([CH3:11])[CH:4]=1)([O-:10])=[O:9]. Reported procedure: 2 g of 2-fluoro-5-nitrotoluene were added to a solution of 20 ml of N-methylpyrrolidinone, 1.4 g of 2-amino-1,3-propanediol, and 1.57 g of triethylamine. The reaction medium was heated at 60° C. for 10 hours and, after cooling to room temperature, was poured into a water/ice mixture. The resulting medium was extracted with ethyl acetate and the organic phase was then concentrated under vacuum. 0.32 g of 2-(4-nitro-2-methylphenylamino)propane-1,3-diol (13) was obtained. RXN SMILES: [C:1]([CH3:2])([CH3:3])([CH3:4])[O:5][C:6]([NH:7][c:8]1[cH:9][c:10]([OH:14])[cH:11][cH:12][cH:13]1)=[O:15].[CH3:66][c:67]1[cH:68][cH:69][cH:70][cH:71][cH:72]1.[c:16]1([CH:22]([CH2:23][N:24]([CH2:25][c:26]2[c:27]([Cl:36])[c:28]([C:32]([F:33])([F:34])[F:35])[cH:29][cH:30][cH:31]2)[CH2:37][CH2:38][CH2:39][OH:40])[c:41]2[cH:42][cH:43][cH:44][cH:45][cH:46]2)[cH:17][cH:18][cH:19][cH:20][cH:21]1.[c:47]1([P:48]([c:49]2[cH:50][cH:51][cH:52][cH:53][cH:54]2)[c:55]2[cH:56][cH:57][cH:58][cH:59][cH:60]2)[cH:61][cH:62][cH:63][cH:64][cH:65]1>>[C:1]([CH3:2])([CH3:3])([CH3:4])[O:5][C:6]([NH:7][c:8]1[cH:9][c:10]([O:14][CH2:39][CH2:38][CH2:37][N:24]([CH2:23][CH:22]([c:16]2[cH:17][cH:18][cH:19][cH:20][cH:21]2)[c:41]2[cH:42][cH:43][cH:44][cH:45][cH:46]2)[CH2:25][c:26]2[c:27]([Cl:36])[c:28]([C:32]([F:33])([F:34])[F:35])[cH:29][cH:30][cH:31]2)[cH:11][cH:12][cH:13]1)=[O:15]. The reactants are CC(C)(C)OC(=O)Nc1cccc(O)c1, Cc1ccccc1, OCCCN(Cc1cccc(C(F)(F)F)c1Cl)CC(c1ccccc1)c1ccccc1, c1ccc(P(c2ccccc2)c2ccccc2)cc1. Product: CC(C)(C)OC(=O)Nc1cccc(OCCCN(Cc2cccc(C(F)(F)F)c2Cl)CC(c2ccccc2)c2ccccc2)c1. Starting materials: C#CCBr, CC(C)=O, CSc1c(Cl)c(-c2cc(S)c(Cl)cc2F)nn1C, [K+], [K+], O=C([O-])[O-]. Product: C#CCSc1cc(-c2nn(C)c(SC)c2Cl)c(F)cc1Cl. RXN SMILES: [CH2:25]([C:26]#[CH:27])[Br:28].[CH3:29][C:30](=[O:31])[CH3:32].[Cl:1][c:2]1[c:3](-[c:10]2[c:11]([F:18])[cH:12][c:13]([Cl:17])[c:14]([SH:16])[cH:15]2)[n:4][n:5]([CH3:9])[c:6]1[S:7][CH3:8].[K+:19].[K+:20].[O-:21][C:22]([O-:23])=[O:24]>>[Cl:1][c:2]1[c:3](-[c:10]2[c:11]([F:18])[cH:12][c:13]([Cl:17])[c:14]([S:16][CH2:27][C:26]#[CH:25])[cH:15]2)[n:4][n:5]([CH3:9])[c:6]1[S:7][CH3:8].